This data is from the Open Reaction Database (ORD), a public repository of structured organic reaction records. The task is: describe an organic reaction: reactants, conditions, products, and yield Starting materials: C1CCOC1, COC(=O)c1ccc(O)c2[nH]c(-c3ccc(F)c(Cl)c3)nc12, [Li+], [OH-], O. The product is O=C(O)c1ccc(O)c2[nH]c(-c3ccc(F)c(Cl)c3)nc12. RXN SMILES: [CH2:26]1[O:27][CH2:28][CH2:29][CH2:30]1.[CH3:1][O:2][C:3](=[O:4])[c:5]1[cH:6][cH:7][c:8]([OH:22])[c:9]2[nH:10][c:11](-[c:14]3[cH:15][c:16]([Cl:21])[c:17]([F:20])[cH:18][cH:19]3)[n:12][c:13]12.[Li+:24].[OH-:23].[OH2:25]>>[O:2]=[C:3]([OH:4])[c:5]1[cH:6][cH:7][c:8]([OH:22])[c:9]2[nH:10][c:11](-[c:14]3[cH:15][c:16]([Cl:21])[c:17]([F:20])[cH:18][cH:19]3)[n:12][c:13]12. Starting materials: ClC1=CC=2C3=C(NC2C=C1)CCN(CC3)C (9-Chloro-3-methyl-1,2,3,4,5,6-hexahydroazepino[4,5-b]indole), ClCC(=O)N1CCNCC1 (2-Chloro-1-(piperazin-1-yl)ethanone), N1[C@H](C(=O)O)CCC1 (L-proline), [O-]P(=O)([O-])[O-].[K+].[K+].[K+] (K3PO4). Reagents/catalysts: [Cu]I (CuI). Run in CN(C)C=O (DMF), Cl (HCl). Run at time 10 minute. The product is ClC1=CC=2C3=C(N(C2C=C1)CC(=O)N1CCNCC1)CCN(CC3)C (2-(9-chloro-3-methyl-2,3,4,5-tetrahydroazepino[4,5-b]indol-6(1H)-yl)-1-(piperazin-1-yl)ethanone). As a reaction SMILES: [Cl:1][C:2]1[CH:10]=[CH:9][C:8]2[NH:7][C:6]3[CH2:11][CH2:12][N:13]([CH3:16])[CH2:14][CH2:15][C:5]=3[C:4]=2[CH:3]=1.N1CCC[C@H]1C(O)=O.[O-]P([O-])([O-])=O.[K+].[K+].[K+].Cl[CH2:34][C:35]([N:37]1[CH2:42][CH2:41][NH:40][CH2:39][CH2:38]1)=[O:36]>Cl.[Cu]I.CN(C=O)C>[Cl:1][C:2]1[CH:10]=[CH:9][C:8]2[N:7]([CH2:34][C:35]([N:37]3[CH2:42][CH2:41][NH:40][CH2:39][CH2:38]3)=[O:36])[C:6]3[CH2:11][CH2:12][N:13]([CH3:16])[CH2:14][CH2:15][C:5]=3[C:4]=2[CH:3]=1 |f:2.3.4.5|. Procedure: The title compound was prepared by following general procedure 7. 9-Chloro-3-methyl-1,2,3,4,5,6-hexahydroazepino[4,5-b]indole (100 mg, 0.43 mmol), was taken into DMF. CuI (8 mg, 0.043 mmol), L-proline (10 mg, 0.086 mmol), K3PO4 (183 mg, 0.85 mmol) were added to the solution and stirred for 10 min. at RT. 2-Chloro-1-(piperazin-1-yl)ethanone (0.135 mg, 0.51 mmol) was added dropwise. The reaction mixture was heated at 90° C. for 12 h. After completion of reaction, the reaction mixture was filtered ... The reactants are P(=O)(Cl)(Cl)Cl (phosphoryl chloride), O1CCSC=C1C(C(=O)O)=NOCCC (2-(2,3-dihydro-1,4-oxathiin-6-yl)-2-n-propoxyiminoacetic acid), NC1[C@@H]2N(C(=CCS2)C(=O)OCC2=CC=C(C=C2)[N+](=O)[O-])C1=O (4-nitrobenzyl 7-amino-3-cephem-4-carboxylate), C[Si](C)(C)CC(=O)N (trimethylsilylacetamide), C[Si](C)(C)C(C(=O)N)[Si](C)(C)C (bis(trimethylsilyl)acetamide), resultant solution. Solvent: C(C)(=O)OCC (ethyl acetate), CN(C=O)C (N,N-dimethylformamide), C(C)(=O)OCC (ethyl acetate), O (water). Conditions: time 2 hour. The product is O1CCSC=C1C(C(=O)NC1[C@@H]2N(C(=CCS2)C(=O)OCC2=CC=C(C=C2)[N+](=O)[O-])C1=O)=NOCCC (4-nitrobenzyl 7-[2-(2,3-dihydro-1,4-oxathiin-6-yl)-2-n-propoxyiminoacetamido]-3-cephem-4-carboxylate). Isolated yield 83.1%. As a reaction SMILES: P(Cl)(Cl)(Cl)=O.[O:6]1[C:11]([C:12](=[N:16][O:17][CH2:18][CH2:19][CH3:20])[C:13]([OH:15])=O)=[CH:10][S:9][CH2:8][CH2:7]1.[NH2:21][CH:22]1[C:42](=[O:43])[N:24]2[C:25]([C:29]([O:31][CH2:32][C:33]3[CH:38]=[CH:37][C:36]([N+:39]([O-:41])=[O:40])=[CH:35][CH:34]=3)=[O:30])=[CH:26][CH2:27][S:28][C@H:23]12.C[Si](CC(N)=O)(C)C.C[Si](C([Si](C)(C)C)C(N)=O)(C)C>C(OCC)(=O)C.O.CN(C)C=O>[O:6]1[C:11]([C:12](=[N:16][O:17][CH2:18][CH2:19][CH3:20])[C:13]([NH:21][CH:22]2[C:42](=[O:43])[N:24]3[C:25]([C:29]([O:31][CH2:32][C:33]4[CH:34]=[CH:35][C:36]([N+:39]([O-:41])=[O:40])=[CH:37][CH:38]=4)=[O:30])=[CH:26][CH2:27][S:28][C@H:23]23)=[O:15])=[CH:10][S:9][CH2:8][CH2:7]1. Reported procedure: Dry N,N-dimethylformamide (1.26 ml.), phosphoryl chloride (1.48 ml.), 2-(2,3-dihydro-1,4-oxathiin-6-yl)-2-n-propoxyiminoacetic acid (syn isomer, 3.48 g.) and dry ethyl acetate (5 ml.) were treated in a conventional manner to give an activated acid solution. On the other hand, a solution of 4-nitrobenzyl 7-amino-3-cephem-4-carboxylate (5.0 g.) trimethylsilylacetamide (12.6 g.) and bis(trimethylsilyl)acetamide (8.3 g.) in ethyl acetate (700 ml.) was stirred at 40° C. for an hour. The activated aci... Reactants: O=C([O-])[O-], CS(=O)(=O)Cl, ClCCl, Fc1ccccc1CNCc1ccncc1, [K+], [K+]. Product: CS(=O)(=O)N(Cc1ccncc1)Cc1ccccc1F. RXN SMILES: [C:17](=[O:18])([O-:19])[O-:20].[CH3:23][S:24]([Cl:25])(=[O:26])=[O:27].[Cl:28][CH2:29][Cl:30].[F:1][c:2]1[c:3]([CH2:4][NH:5][CH2:6][c:7]2[cH:8][cH:9][n:10][cH:11][cH:12]2)[cH:13][cH:14][cH:15][cH:16]1.[K+:21].[K+:22]>>[F:1][c:2]1[c:3]([CH2:4][N:5]([CH2:6][c:7]2[cH:8][cH:9][n:10][cH:11][cH:12]2)[S:24]([CH3:23])(=[O:26])=[O:27])[cH:13][cH:14][cH:15][cH:16]1. The reactants are BrC=1C(=NC=CC1)F (3-bromo-2-fluoropyridine), O1CCC(=CC1)B1OC(C(O1)(C)C)(C)C (2-(3,6-dihydro-2H-pyran-4-yl)-4,4,5,5-tetramethyl-1,3,2-dioxaborolane), trans-dichlorobis(triphenylphosphine) palladium (II), C([O-])([O-])=O.[Na+].[Na+] (sodium carbonate). Run in COCCOC (DME), O (Water), O (water). Conditions: temperature 80 celsius, time 8 hour. Yields the product O1CCC(=CC1)C=1C(=NC=CC1)F (3-(3,6-dihydro-2H-pyran-4-yl)-2-fluoropyridine). As a reaction SMILES: Br[C:2]1[C:3]([F:8])=[N:4][CH:5]=[CH:6][CH:7]=1.[O:9]1[CH2:14][CH:13]=[C:12](B2OC(C)(C)C(C)(C)O2)[CH2:11][CH2:10]1.C(=O)([O-])[O-].[Na+].[Na+]>COCCOC.O>[O:9]1[CH2:10][CH:11]=[C:12]([C:2]2[C:3]([F:8])=[N:4][CH:5]=[CH:6][CH:7]=2)[CH2:13][CH2:14]1 |f:2.3.4|. Reported procedure: To a round bottomed flask was added 3-bromo-2-fluoropyridine (5.2201 g, 29.7 mmol), 2-(3,6-dihydro-2H-pyran-4-yl)-4,4,5,5-tetramethyl-1,3,2-dioxaborolane (7.79 g, 37.1 mmol), trans-dichlorobis(triphenylphosphine) palladium (II) (1.666 g, 2.373 mmol), and sodium carbonate (15.72 g, 148 mmol) in DME (47.5 mL) and Water (11.86 mL) to stir at 80° C. overnight. Reaction was allowed to cool to room temperature. The reaction mixture was diluted with water and extracted with DCM. The organic extract was... Reactants: BrC=1C=C2C(=C(C(OC2=CC1OC)=O)C1=CC=C(C=C1)C(F)(F)F)CC1=CC=C(C=C1)OC(C(C)(C)C)=O (2,2-dimethyl-propionic acid 4-(6-bromo-7-methoxy-2-oxo-3-(4-trifluoromethyl-phenyl)-2H-chromen-4-ylmethyl)-phenyl ester), C(=O)([O-])[O-].[K+].[K+] (K2CO3), CB1OB(OB(O1)C)C (trimethylboroxine). Reagents/catalysts: C=1C=CC(=CC1)[P](C=2C=CC=CC2)(C=3C=CC=CC3)[Pd]([P](C=4C=CC=CC4)(C=5C=CC=CC5)C=6C=CC=CC6)([P](C=7C=CC=CC7)(C=8C=CC=CC8)C=9C=CC=CC9)[P](C=1C=CC=CC1)(C=1C=CC=CC1)C=1C=CC=CC1 (Pd(Ph3P)4). Solvent: O1CCOCC1 (dioxane). Product: COC1=C(C=C2C(=C(C(OC2=C1)=O)C1=CC=C(C=C1)C(F)(F)F)CC1=CC=C(C=C1)OC(C(C)(C)C)=O)C (2,2-Dimethyl-propionic acid 4-(7-methoxy-6-methyl-2-oxo-3-(4-trifluoromethyl-phenyl)-2H-chromen-4-ylmethyl)-phenyl ester). Yield: 80.7%. As a reaction SMILES: Br[C:2]1[CH:3]=[C:4]2[C:9](=[CH:10][C:11]=1[O:12][CH3:13])[O:8][C:7](=[O:14])[C:6]([C:15]1[CH:20]=[CH:19][C:18]([C:21]([F:24])([F:23])[F:22])=[CH:17][CH:16]=1)=[C:5]2[CH2:25][C:26]1[CH:31]=[CH:30][C:29]([O:32][C:33](=[O:38])[C:34]([CH3:37])([CH3:36])[CH3:35])=[CH:28][CH:27]=1.[C:39]([O-])([O-])=O.[K+].[K+].CB1OB(C)OB(C)O1>O1CCOCC1.C1C=CC([P]([Pd]([P](C2C=CC=CC=2)(C2C=CC=CC=2)C2C=CC=CC=2)([P](C2C=CC=CC=2)(C2C=CC=CC=2)C2C=CC=CC=2)[P](C2C=CC=CC=2)(C2C=CC=CC=2)C2C=CC=CC=2)(C2C=CC=CC=2)C2C=CC=CC=2)=CC=1>[CH3:13][O:12][C:11]1[CH:10]=[C:9]2[C:4]([C:5]([CH2:25][C:26]3[CH:31]=[CH:30][C:29]([O:32][C:33](=[O:38])[C:34]([CH3:37])([CH3:36])[CH3:35])=[CH:28][CH:27]=3)=[C:6]([C:15]3[CH:20]=[CH:19][C:18]([C:21]([F:24])([F:23])[F:22])=[CH:17][CH:16]=3)[C:7](=[O:14])[O:8]2)=[CH:3][C:2]=1[CH3:39] |f:1.2.3,^1:63,65,84,103|. Reported procedure: A mixture of 2,2-dimethyl-propionic acid 4-(6-bromo-7-methoxy-2-oxo-3-(4-trifluoromethyl-phenyl)-2H-chromen-4-ylmethyl)-phenyl ester (100 mg, 0.17 mmol), K2CO3 (70 mg, 0.51 mmol), trimethylboroxine (24 μL, 0.17 mmol) and Pd(Ph3P)4 (20 mg, 0.017 mmol) in anhydrous dioxane (2 mL) was stirred at reflux temperature for 2 h. After cooling to room temperature, the resultant suspension was filtered over Celite, and the solvent was removed in vacuo. The residue was recrystallized from CH2Cl2/hexane to a... Starting materials: NC1=C(C(=NC(=C1)C(C)F)C(=O)OC)OC (methyl 4-amino-6-(1-fluoroethyl)-3-methoxypicolinate), solution, [OH-].[Na+] (sodium hydroxide), solution, Cl (HCl). The solvent is C1CCOC1 (THF), CO (MeOH). Run at time 4 hour. Product: NC1=C(C(=NC(=C1)C(C)F)C(=O)O)OC (4-amino-6-(1-fluoroethyl)-3-methoxypicolinic acid). The yield is 83.6%. RXN SMILES: [NH2:1][C:2]1[CH:7]=[C:6]([CH:8]([F:10])[CH3:9])[N:5]=[C:4]([C:11]([O:13]C)=[O:12])[C:3]=1[O:15][CH3:16].[OH-].[Na+].Cl>C1COCC1.CO>[NH2:1][C:2]1[CH:7]=[C:6]([CH:8]([F:10])[CH3:9])[N:5]=[C:4]([C:11]([OH:13])=[O:12])[C:3]=1[O:15][CH3:16] |f:1.2|. Reported procedure: To a solution of methyl 4-amino-6-(1-fluoroethyl)-3-methoxypicolinate (0.125 g, 0.548 mmol) in THF (2.74 ml) and MeOH (2.74 ml) was added a 2 N solution of sodium hydroxide (0.822 ml, 1.643 mmol). The reaction mixture was stirred at room temperature (LC monitoring). After 4 h, the reaction mixture was acidified with a 2 N solution of HCl (1 mL) and then concentrated (rotavap). The resulting white solid was dissolved into DMF+a few drops of water and was purified by preparative HPLC (reverse phas... Reactants: C(C)C(COC(=O)C1C(CC=CC1)C(=O)OCC(CCCC)CC)CCCC (4-cyclohexene-1,2-dicarboxylic di(2-ethylhexyl)ester), N(=NC(C#N)(C)C)C(C#N)(C)C (2,2′-azobis(isobutyronitrile)), aqueous solution, S(=O)(O)[O-].[Na+] (sodium hydrogen sulfite). Run in C(C)(C)O (isopropyl alcohol). Reaction conditions: temperature 81.5 celsius, time 16 hour. Yields the product C(C)C(COC(=O)C1CC(CCC1C(=O)OCC(CCCC)CC)S(=O)(=O)[O-])CCCC.[Na+] (sodium 3,4-bis[(2-ethylhexyl)oxycarbonyl]cyclohexanesulfonate). Reaction SMILES: [CH2:1]([CH:3]([CH2:25][CH2:26][CH2:27][CH3:28])[CH2:4][O:5][C:6]([CH:8]1[CH2:13][CH:12]=[CH:11][CH2:10][CH:9]1[C:14]([O:16][CH2:17][CH:18]([CH2:23][CH3:24])[CH2:19][CH2:20][CH2:21][CH3:22])=[O:15])=[O:7])[CH3:2].[S:29]([O-:32])([OH:31])=[O:30].[Na+:33].N(C(C)(C)C#N)=NC(C)(C)C#N>C(O)(C)C>[CH2:23]([CH:18]([CH2:19][CH2:20][CH2:21][CH3:22])[CH2:17][O:16][C:14]([CH:9]1[CH:8]([C:6]([O:5][CH2:4][CH:3]([CH2:1][CH3:2])[CH2:25][CH2:26][CH2:27][CH3:28])=[O:7])[CH2:13][CH2:12][CH:11]([S:29]([O-:32])(=[O:31])=[O:30])[CH2:10]1)=[O:15])[CH3:24].[Na+:33] |f:1.2,5.6|. Procedure: In the stream of an argon gas, 80 g of 4-cyclohexene-1,2-dicarboxylic di(2-ethylhexyl)ester (manufactured by Tokyo Chemical Industry Co., Ltd.) and 900 mL of isopropyl alcohol was placed. 660 mL of an aqueous solution of 42.3 g of sodium hydrogen sulfite (manufactured by Wako Pure Chemical Industries, Ltd.) was added. The resulting solution was heated to a reflux temperature, and stirred at 80 to 83° C. for 16 hours. During this stirring, every one hour from the start to 1 to 5 hours after the s... The reactants are C(C)(C)NC(C)C (Diisopropylamine), ClC1=NC(=C2N=CN(C2=N1)[C@H]1[C@@H]([C@@H]([C@H](C1)NC(CC)=O)O)O)Cl (N-[(1S,2R,3S,4R)-4-(2,6-Dichloro-purin-9-yl)-2,3-dihydroxy-cyclopentyl]-propionamide), C1(=CC=CC=C1)C(CN)C1=CC=CC=C1 (2,2-diphenylethylamine). Run in C1CCOC1 (THF). Reaction conditions: temperature 50 celsius, time 2 hour. The product is ClC1=NC(=C2N=CN(C2=N1)[C@H]1[C@@H]([C@@H]([C@H](C1)NC(CC)=O)O)O)NCC(C1=CC=CC=C1)C1=CC=CC=C1 (N-[(1S,2R,3S,4R)-4-[2-Chloro-6-(2,2-diphenyl-ethylamino)-purin-9-yl]-2,3-dihydroxy-cyclopentyl]-propionamide). Reaction SMILES: [Cl:1][C:2]1[N:10]=[C:9]2[C:5]([N:6]=[CH:7][N:8]2[C@@H:11]2[CH2:15][C@H:14]([NH:16][C:17](=[O:20])[CH2:18][CH3:19])[C@@H:13]([OH:21])[C@H:12]2[OH:22])=[C:4](Cl)[N:3]=1.C(NC(C)C)(C)C.[C:31]1([CH:37]([C:40]2[CH:45]=[CH:44][CH:43]=[CH:42][CH:41]=2)[CH2:38][NH2:39])[CH:36]=[CH:35][CH:34]=[CH:33][CH:32]=1>C1COCC1>[Cl:1][C:2]1[N:10]=[C:9]2[C:5]([N:6]=[CH:7][N:8]2[C@@H:11]2[CH2:15][C@H:14]([NH:16][C:17](=[O:20])[CH2:18][CH3:19])[C@@H:13]([OH:21])[C@H:12]2[OH:22])=[C:4]([NH:39][CH2:38][CH:37]([C:31]2[CH:36]=[CH:35][CH:34]=[CH:33][CH:32]=2)[C:40]2[CH:45]=[CH:44][CH:43]=[CH:42][CH:41]=2)[N:3]=1. Procedure details: N-[(1S,2R,3S,4R)-4-(2,6-Dichloro-purin-9-yl)-2,3-dihydroxy-cyclopentyl]-propionamide (160) mg, 0.44 mmol) is dissolved in THF (5 ml) under an atmosphere of argon. Diisopropylamine (69 mg, 0.53 mmol) is added followed by 2,2-diphenylethylamine (96 mg, 0.49 mmol) and the reaction mixture is stirred at 50° C. The reaction is shown to be complete by LCMS after 2 hours. The solvent is removed in vacuo and the title compound is obtained after purification by reverse phase column chromatography (Isolut...